This data is from the Open Reaction Database (ORD), a public repository of structured organic reaction records. The task is: describe an organic reaction: reactants, conditions, products, and yield Reactants: Cl (hydrogen chloride), [H][H] (hydrogen), [N+](=O)([O-])C1=CC=C(C=CC(=O)O)C=C1 (4-nitrocinnamic acid). The reagents and catalysts are C(C)O (ethanol), [Pd] (palladium-on-carbon). Product: NC1=CC=C(CCC(=O)O)C=C1 (4-aminohydrocinnamic acid). RXN SMILES: [N+:1]([C:4]1[CH:14]=[CH:13][C:7]([CH:8]=[CH:9][C:10]([OH:12])=[O:11])=[CH:6][CH:5]=1)([O-])=O.Cl.[H][H]>C(O)C.[Pd]>[NH2:1][C:4]1[CH:5]=[CH:6][C:7]([CH2:8][CH2:9][C:10]([OH:12])=[O:11])=[CH:13][CH:14]=1. Procedure details: A mixture of 5.0 g. of 4-nitrocinnamic acid and 100 mg. of 10% palladium-on-carbon in 200 ml. of ethanol containing 5 drops of 5.5N ethanolic hydrogen chloride is treated with hydrogen in a Parr apparatus at room temperature for 3 hours. The mixture is then filtered through celite and the filtrate is evaporated, affording 4-aminohydrocinnamic acid.